This data is from the Open Reaction Database (ORD), a public repository of structured organic reaction records. The task is: describe an organic reaction: reactants, conditions, products, and yield Starting materials: C1(CCCCC1)NN1SC(=CN1)C=1N(C(=CN1)[N+](=O)[O-])C (2-(2-Cyclohexylamino-5-thiadiazolyl)-1-methyl-5nitroimidazole), C(C)(C)(C)N (t-butylamine), C1(CCCCC1)N (cyclohexylamine). Yields the product C(C)(C)(C)NN1SC(=CN1)C=1N(C(=CN1)[N+](=O)[O-])C (2-(2-t-butylamino-5-thiadiazolyl)-1-methyl-5-nitroimidazole). Reaction SMILES: [CH:1]1([NH:7][N:8]2[NH:12][CH:11]=[C:10]([C:13]3[N:14]([CH3:21])[C:15]([N+:18]([O-:20])=[O:19])=[CH:16][N:17]=3)[S:9]2)[CH2:6]CCC[CH2:2]1.[C:22](N)(C)(C)C.C1(N)CCCCC1>>[C:1]([NH:7][N:8]1[NH:12][CH:11]=[C:10]([C:13]2[N:14]([CH3:21])[C:15]([N+:18]([O-:20])=[O:19])=[CH:16][N:17]=2)[S:9]1)([CH3:2])([CH3:6])[CH3:22]. Reported procedure: The preparation of the above compound is accomplished essentially by the procedure described for the 2-cyclohexylamino derivative (Example 38), an equivalent of t-butylamine replacing the cyclohexylamine. Recrystallization of the crude product from a mixture of ethyl acetate and acetone gives the pure compound melting at 249°-251° C. As a reaction SMILES: [Br:1][c:2]1[cH:3][c:4]([CH3:11])[c:5]([C:6](=[O:7])[OH:8])[cH:9][cH:10]1.[CH3:20][CH2:21][O:22][C:23]([CH3:24])=[O:25].[CH:16]1([NH2:19])[CH2:17][CH2:18]1.[S:12]([Cl:13])([Cl:14])=[O:15]>>[Br:1][c:2]1[cH:3][c:4]([CH3:11])[c:5]([C:6](=[O:8])[NH:19][CH:16]2[CH2:17][CH2:18]2)[cH:9][cH:10]1. Starting materials: Cc1cc(Br)ccc1C(=O)O, CCOC(C)=O, NC1CC1, O=S(Cl)Cl. Yields the product Cc1cc(Br)ccc1C(=O)NC1CC1.